This data is from the Open Reaction Database (ORD), a public repository of structured organic reaction records. The task is: describe an organic reaction: reactants, conditions, products, and yield Reaction SMILES: [CH:35]([N:36]([CH2:37][CH3:38])[CH:39]([CH3:40])[CH3:41])([CH3:42])[CH3:43].[Cl:1][c:2]1[cH:3][c:4]([NH:11][S:12](=[O:13])(=[O:14])[c:15]2[cH:16][c:17]([C:22]([F:23])([F:24])[F:25])[c:18]([Cl:21])[cH:19][cH:20]2)[c:5]([C:8](=[O:9])[OH:10])[n:6][cH:7]1.[F:26][c:27]1[c:28]([NH:33][CH3:34])[cH:29][cH:30][cH:31][cH:32]1>>[Cl:1][c:2]1[cH:3][c:4]([NH:11][S:12](=[O:13])(=[O:14])[c:15]2[cH:16][c:17]([C:22]([F:23])([F:24])[F:25])[c:18]([Cl:21])[cH:19][cH:20]2)[c:5]([C:8](=[O:9])[N:33]([c:28]2[c:27]([F:26])[cH:32][cH:31][cH:30][cH:29]2)[CH3:34])[n:6][cH:7]1. Starting materials: CCN(C(C)C)C(C)C, O=C(O)c1ncc(Cl)cc1NS(=O)(=O)c1ccc(Cl)c(C(F)(F)F)c1, CNc1ccccc1F. The product is CN(C(=O)c1ncc(Cl)cc1NS(=O)(=O)c1ccc(Cl)c(C(F)(F)F)c1)c1ccccc1F. Reactants: CCN=C=NCCCN(C)C, CO, CCN(C(C)C)C(C)C, ClCCl, O=C(O)COCCc1cccc(F)c1, On1nnc2ccccc21. The product is COC(=O)COCCc1cccc(F)c1. As a reaction SMILES: [CH3:15][CH2:16][N:17]=[C:18]=[N:19][CH2:20][CH2:21][CH2:22][N:23]([CH3:24])[CH3:25].[CH3:45][OH:46].[CH:36]([N:37]([CH2:38][CH3:39])[CH:40]([CH3:41])[CH3:42])([CH3:43])[CH3:44].[Cl:47][CH2:48][Cl:49].[F:1][c:2]1[cH:3][c:4]([CH2:8][CH2:9][O:10][CH2:11][C:12](=[O:13])[OH:14])[cH:5][cH:6][cH:7]1.[OH:26][n:27]1[c:28]2[c:29]([cH:30][cH:31][cH:32][cH:33]2)[n:34][n:35]1>>[F:1][c:2]1[cH:3][c:4]([CH2:8][CH2:9][O:10][CH2:11][C:12]([O:13][CH3:15])=[O:14])[cH:5][cH:6][cH:7]1. The reactants are CC(C)(C)OC(=O)N1CCCC(=O)C1, C1CCOC1, CN(C)CCN(C)C, [Li]CCCC, Cn1cnc2c(N3CCOCC3)nc(Cl)nc21. Yields the product Cn1c(C2(O)CCCN(C(=O)OC(C)(C)C)C2)nc2c(N3CCOCC3)nc(Cl)nc21. As a reaction SMILES: [C:31]([CH3:32])([CH3:33])([CH3:34])[O:35][C:36](=[O:37])[N:38]1[CH2:39][C:40](=[O:44])[CH2:41][CH2:42][CH2:43]1.[CH2:45]1[O:46][CH2:47][CH2:48][CH2:49]1.[CH3:18][N:19]([CH3:20])[CH2:21][CH2:22][N:23]([CH3:24])[CH3:25].[CH3:26][CH2:27][CH2:28][CH2:29][Li:30].[Cl:1][c:2]1[n:3][c:4]([N:12]2[CH2:13][CH2:14][O:15][CH2:16][CH2:17]2)[c:5]2[n:6][cH:7][n:8]([CH3:11])[c:9]2[n:10]1>>[Cl:1][c:2]1[n:3][c:4]([N:12]2[CH2:13][CH2:14][O:15][CH2:16][CH2:17]2)[c:5]2[n:6][c:7]([C:40]3([OH:44])[CH2:39][N:38]([C:36]([O:35][C:31]([CH3:32])([CH3:33])[CH3:34])=[O:37])[CH2:43][CH2:42][CH2:41]3)[n:8]([CH3:11])[c:9]2[n:10]1. The reactants are C(C)C1=C(C(=CC=C1)CC)N=C=S (2,6-diethylphenylisothiocyanate), S(=O)(=O)(O)O.CNC(=N)N (methylguanidine sulfate), [OH-].[Na+] (NaOH), [O-]S(=O)(=O)[O-].[Na+].[Na+] (Na2SO4), Cl.CO (HCl MeOH). Solvent: CO (MeOH), C1CCOC1 (THF), C1CCOC1 (THF). Product: C(C)C1=C(C(=CC=C1)CC)NC(=S)NC(NC)=N (1-(2,6-diethylphenyl)-3-methylamidinothiourea). Isolated yield 107.2%. RXN SMILES: S(O)(O)(=O)=O.[CH3:6][NH:7][C:8]([NH2:10])=[NH:9].[OH-].[Na+].[O-]S([O-])(=O)=O.[Na+].[Na+].[CH2:20]([C:22]1[CH:27]=[CH:26][CH:25]=[C:24]([CH2:28][CH3:29])[C:23]=1[N:30]=[C:31]=[S:32])[CH3:21].Cl.CO>C1COCC1.CO>[CH2:20]([C:22]1[CH:27]=[CH:26][CH:25]=[C:24]([CH2:28][CH3:29])[C:23]=1[NH:30][C:31]([NH:10][C:8](=[NH:9])[NH:7][CH3:6])=[S:32])[CH3:21] |f:0.1,2.3,4.5.6,8.9|. Procedure details: To a stirred suspension of 7.3 g (30.0 mmol) of methylguanidine sulfate in THF (100 ml) was added 4.8 g (60.0 mmol) of 50% W/W aqueous NaOH. The mixture was stirred for one hour after which 5.0 g of anhydrous Na2SO4 was added and the mixture stirred for an additional hour. To the mixture was added dropwise over one hour a solution of 5.7 g (30.0 mmol) of 2,6-diethylphenylisothiocyanate in THF (40 ml) and the mixture was stirred for two hours at ambient temperature. The THF was removed under vacu... Starting materials: C(C)OP(=O)(CC1=CC=CC=C1)C[C@H](CCl)O ((2R)-3-chloro-2-hydroxypropyl(benzyl)phosphinic acid ethyl ester), ClC1=CC=C(CN)C=C1 (p-chlorobenzylamine), C(C)N(C(C)C)C(C)C (N-ethyl-N,N-diisopropylamine). The solvent is C(C)O (ethanol). Yields the product C(C)OP(=O)(CC1=CC=CC=C1)C[C@H](CNCC1=CC=C(C=C1)Cl)O ((2S)-3-(p-chlorobenzylamino)-2-hydroxypropyl(benzyl)phosphinic acid ethyl ester). RXN SMILES: [CH2:1]([O:3][P:4]([CH2:13][C@@H:14]([OH:17])[CH2:15]Cl)([CH2:6][C:7]1[CH:12]=[CH:11][CH:10]=[CH:9][CH:8]=1)=[O:5])[CH3:2].[Cl:18][C:19]1[CH:26]=[CH:25][C:22]([CH2:23][NH2:24])=[CH:21][CH:20]=1.C(N(C(C)C)C(C)C)C>C(O)C>[CH2:1]([O:3][P:4]([CH2:13][C@@H:14]([OH:17])[CH2:15][NH:24][CH2:23][C:22]1[CH:25]=[CH:26][C:19]([Cl:18])=[CH:20][CH:21]=1)([CH2:6][C:7]1[CH:12]=[CH:11][CH:10]=[CH:9][CH:8]=1)=[O:5])[CH3:2]. Procedure details: A mixture of 2.76 g of (2R)-3-chloro-2-hydroxypropyl(benzyl)phosphinic acid ethyl ester, 3.54 g of p-chlorobenzylamine, 3.25 g of N-ethyl-N,N-diisopropylamine and 20 ml of ethanol is heated under reflux for 48 hours. Removal of the solvent and chromatography yield (2S)-3-(p-chlorobenzylamino)-2-hydroxypropyl(benzyl)phosphinic acid ethyl ester; 1H-NMR spectrum (in CDCl3): δ=7.4-7.17 (9H,m); 4.14-3.83 (3H,m); 3.71 (2H,ABq); 3.20 (2H,d); 2.6-2.5 (2H,m); 1.96-1.62 (2H,m); 1.25 (3H,t); 31P-NMR spectr... The reactants are CCCI, CCCC[N+](CCCC)(CCCC)CCCC, ClCCl, Nc1c2c(nc3ccccc13)CCCC2=O, [Na+], [OH-], O=S(=O)([O-])O. Product: CCCNc1c2c(nc3ccccc13)CCCC2=O. RXN SMILES: [CH2:19]([CH2:20][CH3:21])[I:22].[CH2:28]([N+:29]([CH2:30][CH2:31][CH2:32][CH3:33])([CH2:34][CH2:35][CH2:36][CH3:37])[CH2:38][CH2:39][CH2:40][CH3:41])[CH2:42][CH2:43][CH3:44].[Cl:45][CH2:46][Cl:47].[NH2:3][c:4]1[c:5]2[cH:6][cH:7][cH:8][cH:9][c:10]2[n:11][c:12]2[c:17]1[C:16](=[O:18])[CH2:15][CH2:14][CH2:13]2.[Na+:2].[OH-:1].[S:23]([O-:24])([OH:25])(=[O:26])=[O:27]>>[NH:3]([c:4]1[c:5]2[cH:6][cH:7][cH:8][cH:9][c:10]2[n:11][c:12]2[c:17]1[C:16](=[O:18])[CH2:15][CH2:14][CH2:13]2)[CH2:19][CH2:20][CH3:21]. Reactants: O (water), FC(C(=O)NC1=C(C(=O)N(C)C)C=CC=C1C)(F)F (2-trifluoroacetylamino-N,N,3-trimethylbenzamide), [H-].[Na+] (sodium hydride), ClCCCN1CCN(CC1)C1=C(C=CC=C1)OC (1-chloro-3-[4-(2-methoxyphenyl)piperazin-1-yl]propane). Run in CN(C)C=O (DMF). Conditions: temperature 50 celsius. Yields the product COC1=C(C=CC=C1)N1CCN(CC1)CCCNC1=C(C(=O)N(C)C)C=CC=C1C (2-{3-[4-(2-methoxy-phenyl)piperazin-1-yl]propylamino}-N,N,3-trimethylbenzamide). Isolated yield 11.3%. As a reaction SMILES: F[C:2](F)(F)[C:3]([NH:5][C:6]1[C:16]([CH3:17])=[CH:15][CH:14]=[CH:13][C:7]=1[C:8]([N:10]([CH3:12])[CH3:11])=[O:9])=O.[H-].[Na+].ClCC[CH2:25][N:26]1[CH2:31][CH2:30][N:29]([C:32]2[CH:37]=[CH:36][CH:35]=[CH:34][C:33]=2[O:38][CH3:39])[CH2:28][CH2:27]1.O>CN(C=O)C>[CH3:39][O:38][C:33]1[CH:34]=[CH:35][CH:36]=[CH:37][C:32]=1[N:29]1[CH2:28][CH2:27][N:26]([CH2:25][CH2:2][CH2:3][NH:5][C:6]2[C:16]([CH3:17])=[CH:15][CH:14]=[CH:13][C:7]=2[C:8]([N:10]([CH3:12])[CH3:11])=[O:9])[CH2:31][CH2:30]1 |f:1.2|. Procedure: A mixture of 2-trifluoroacetylamino-N,N,3-trimethylbenzamide (584.2 mg, 2.13 mmol), prepared as in Example 22, and sodium hydride (110 mg, 2.7 mmol) in 10 mL of DMF was heated at 50° C. for 20 minutes and then 1-chloro-3-[4-(2-methoxyphenyl)piperazin-1-yl]propane (647 mg, 2.13 mmol) was added. The mixture was heated at 80° C. for 18 hours, then poured into water and extracted with ethyl acetate (3×50 mL). The combined extract was washed with saline, dried (MgSO4) and concentrated. The residue wa...